From a dataset of the Open Reaction Database (ORD), a public repository of structured organic reaction records. describe an organic reaction: reactants, conditions, products, and yield Reactants: Cc1ccccc1, C=CC(O)(CCCC)CCCC. Yields the product C=CC(=CCCC)CCCC. As a reaction SMILES: [CH3:13][c:14]1[cH:15][cH:16][cH:17][cH:18][cH:19]1.[CH:1](=[CH2:2])[C:3]([CH2:4][CH2:5][CH2:6][CH3:7])([CH2:8][CH2:9][CH2:10][CH3:11])[OH:12]>>[CH:1](=[CH2:2])[C:3](=[CH:4][CH2:5][CH2:6][CH3:7])[CH2:8][CH2:9][CH2:10][CH3:11]. Reactants: CN(C=O)C (dimethylformamide), solution, C(C)(C)(C)[Li] (tert-butyllithium), C(C)(C)(C)OC(=O)N1C[C@H]2CC3=CC(=C(N=C3N2[C@@H](C1)C)CN(C1CC1)C(=O)OC(C)(C)C)Br ((4R,9aR)-7-bromo-6-[(tert-butoxycarbonyl-cyclopropyl-amino)-methyl]-4-methyl-3,4,9,9a-tetrahydro-1H-2,4a,5-triaza-fluorene-2-carboxylic acid tert-butyl ester). The product is C(C)(C)(C)OC(=O)N1C[C@H]2CC3=CC(=C(N=C3N2[C@@H](C1)C)CN(C1CC1)C(=O)OC(C)(C)C)C=O ((4R,9aR)-6-[(tert-Butoxycarbonyl-cyclopropyl-amino)-methyl]-7-formyl-4-methyl-3,4,9,9a-tetrahydro-1H-2,4a,5-triaza-fluorene-2-carboxylic acid tert-butyl ester). RXN SMILES: [C:1]([O:5][C:6]([N:8]1[CH2:20][C@@H:19]([CH3:21])[N:18]2[C@H:10]([CH2:11][C:12]3[C:17]2=[N:16][C:15]([CH2:22][N:23]([C:27]([O:29][C:30]([CH3:33])([CH3:32])[CH3:31])=[O:28])[CH:24]2[CH2:26][CH2:25]2)=[C:14](Br)[CH:13]=3)[CH2:9]1)=[O:7])([CH3:4])([CH3:3])[CH3:2].C([Li])(C)(C)C.CN(C)[CH:42]=[O:43]>C1(C)C=CC=CC=1>[C:1]([O:5][C:6]([N:8]1[CH2:20][C@@H:19]([CH3:21])[N:18]2[C@H:10]([CH2:11][C:12]3[C:17]2=[N:16][C:15]([CH2:22][N:23]([C:27]([O:29][C:30]([CH3:33])([CH3:32])[CH3:31])=[O:28])[CH:24]2[CH2:26][CH2:25]2)=[C:14]([CH:42]=[O:43])[CH:13]=3)[CH2:9]1)=[O:7])([CH3:4])([CH3:3])[CH3:2]. Run in C1(=CC=CC=C1)C (toluene). Reaction conditions: temperature 0 celsius, time 30 minute. Procedure details: To a solution of 0.847 g (4R,9aR)-7-bromo-6-[(tert-butoxycarbonyl-cyclopropyl-amino)-methyl]-4-methyl-3,4,9,9a-tetrahydro-1H-2,4a,5-triaza-fluorene-2-carboxylic acid tert-butyl ester in 30 ml toluene was added at −78° C. 1.5 ml of a 1.5M solution of tert-butyllithium and the mixture was stirred at this temperature for 10 min. To the resulting mixture was added 2.00 ml dimethylformamide and the mixture was stirred at −78° C. for 1 h and at 0° C. for 30 min. The reaction was quenched by addition o... Starting materials: COC(=O)COc1ccc(OCc2ncc(-c3ccccc3Cl)s2)cc1C, Cl, [Li+], [OH-], O. The product is Cc1cc(OCc2ncc(-c3ccccc3Cl)s2)ccc1OCC(=O)O. Reaction SMILES: [Cl:1][c:2]1[c:3](-[c:8]2[cH:9][n:10][c:11]([CH2:13][O:14][c:15]3[cH:16][c:17]([CH3:27])[c:18]([O:19][CH2:20][C:21](=[O:22])[O:23][CH3:24])[cH:25][cH:26]3)[s:12]2)[cH:4][cH:5][cH:6][cH:7]1.[ClH:30].[Li+:29].[OH-:28].[OH2:31]>>[Cl:1][c:2]1[c:3](-[c:8]2[cH:9][n:10][c:11]([CH2:13][O:14][c:15]3[cH:16][c:17]([CH3:27])[c:18]([O:19][CH2:20][C:21](=[O:22])[OH:23])[cH:25][cH:26]3)[s:12]2)[cH:4][cH:5][cH:6][cH:7]1. Starting materials: NC=1C=CC(=NC1)C(=O)OCC (ethyl 5-aminopicolinate), ClC1=NC=C(C=C1[N+](=O)[O-])C (2-chloro-5-methyl-3-nitropyridine). Yields the product CC=1C=C(C(=NC1)NC=1C=CC(=NC1)C(=O)OCC)[N+](=O)[O-] (ethyl 5-((5-methyl-3-nitropyridin-2-yl)amino)picolinate). Yield: 53.4%. As a reaction SMILES: [NH2:1][C:2]1[CH:3]=[CH:4][C:5]([C:8]([O:10][CH2:11][CH3:12])=[O:9])=[N:6][CH:7]=1.Cl[C:14]1[C:19]([N+:20]([O-:22])=[O:21])=[CH:18][C:17]([CH3:23])=[CH:16][N:15]=1>>[CH3:23][C:17]1[CH:18]=[C:19]([N+:20]([O-:22])=[O:21])[C:14]([NH:1][C:2]2[CH:3]=[CH:4][C:5]([C:8]([O:10][CH2:11][CH3:12])=[O:9])=[N:6][CH:7]=2)=[N:15][CH:16]=1. Procedure details: Prepared according to General Procedure E starting from ethyl 5-aminopicolinate (14.0 g, 84.2 mmol) and 2-chloro-5-methyl-3-nitropyridine (17.4 g, 101 mmol) to give the title compound as a yellow solid (13.6 g, 53%).